From a dataset of the Open Reaction Database (ORD), a public repository of structured organic reaction records. describe an organic reaction: reactants, conditions, products, and yield Reactants: CCO, Cl, CC1(C)OCc2cc(F)cc(OCc3ccccc3)c2O1. The product is OCc1cc(F)cc(OCc2ccccc2)c1O. As a reaction SMILES: [CH3:23][CH2:24][OH:25].[ClH:22].[F:1][c:2]1[cH:3][c:4]2[c:5]([c:12]([O:14][CH2:15][c:16]3[cH:17][cH:18][cH:19][cH:20][cH:21]3)[cH:13]1)[O:6][C:7]([CH3:10])([CH3:11])[O:8][CH2:9]2>>[F:1][c:2]1[cH:3][c:4]([CH2:9][OH:8])[c:5]([OH:6])[c:12]([O:14][CH2:15][c:16]2[cH:17][cH:18][cH:19][cH:20][cH:21]2)[cH:13]1. Reactants: OC1=CC=C(C(=O)O)C=C1 (p-hydroxybenzoic acid), C(CCCCCCCCC)(=O)OC1=CC=C(C(=O)Cl)C=C1 (p-decanoyloxybenzoic acid chloride), FC1=C(C(=O)O)C=CC(=C1)O (2-fluoro-4-hydroxybenzoic acid), OC1=CC=C(C(=O)O)C=C1 (p-hydroxybenzoic acid). Yields the product C(C)(=O)OC1=CC=C(C(=O)O)C=C1 (p-Acetoxybenzoic acid), acid chloride. Reaction SMILES: F[C:2]1[CH:10]=[C:9]([OH:11])[CH:8]=[CH:7][C:3]=1[C:4]([OH:6])=[O:5].[OH:12][C:13]1C=CC(C(O)=O)=C[CH:14]=1.C(OC1C=CC(C(Cl)=O)=CC=1)(=O)CCCCCCCCC>>[C:13]([O:11][C:9]1[CH:8]=[CH:7][C:3]([C:4]([OH:6])=[O:5])=[CH:2][CH:10]=1)(=[O:12])[CH3:14]. Procedure: p-Acetoxybenzoic acid was prepared in the same manner as in Example 1(2) except that the 2-fluoro-4-hydroxybenzoic acid was replaced with p-hydroxybenzoic acid. The p-hydroxybenzoic acid was chlorinated in the same manner as in the above (2), to obtain an acid chloride. 1.8 Grams of the acid chloride and 2 g of the (R)-(+)-2-fluoro-4-hydroxy-1-(1-trifluoromethyl-6-ethoxyhexyloxycarbonyl)benzene obtained in Example 1 were dissolved in 50 ml of toluene, 6 ml of pyridine was added, and the mixture ... The reactants are ClCC1=NC=CC=C1 (2-(chloromethyl)pyridine), OCC(=O)N(C)[C@@H](COC1=C2C(=NC=NC2=CC=C1)NC1=CC(=C(C=C1)O)C)C (2-hydroxy-N-[(1R)-2-({4-[(4-hydroxy-3-methylphenyl)amino]quinazolin-5-yl}oxy)-1-methylethyl]-N-methylacetamide). The product is OCC(=O)N([C@@H](COC1=C2C(=NC=NC2=CC=C1)NC1=CC(=C(C=C1)OCC1=NC=CC=C1)C)C)C (2-Hydroxy-N-methyl-N-{(1R)-1-methyl-2-[(4-{[3-methyl-4-(pyridin-2-ylmethoxy)phenyl]amino}quinazolin-5-yl)oxy]ethyl}acetamide). Isolated yield 15.0%. Reaction SMILES: Cl[CH2:2][C:3]1[CH:8]=[CH:7][CH:6]=[CH:5][N:4]=1.[OH:9][CH2:10][C:11]([N:13]([C@H:15]([CH3:37])[CH2:16][O:17][C:18]1[CH:27]=[CH:26][CH:25]=[C:24]2[C:19]=1[C:20]([NH:28][C:29]1[CH:34]=[CH:33][C:32]([OH:35])=[C:31]([CH3:36])[CH:30]=1)=[N:21][CH:22]=[N:23]2)[CH3:14])=[O:12]>>[OH:9][CH2:10][C:11]([N:13]([CH3:14])[C@H:15]([CH3:37])[CH2:16][O:17][C:18]1[CH:27]=[CH:26][CH:25]=[C:24]2[C:19]=1[C:20]([NH:28][C:29]1[CH:34]=[CH:33][C:32]([O:35][CH2:2][C:3]3[CH:8]=[CH:7][CH:6]=[CH:5][N:4]=3)=[C:31]([CH3:36])[CH:30]=1)=[N:21][CH:22]=[N:23]2)=[O:12]. Procedure details: The procedure described in Example 3 was repeated using 2-(chloromethyl)pyridine and 2-hydroxy-N-[(1R)-2-({4-[(4-hydroxy-3-methylphenyl)amino]quinazolin-5-yl}oxy)-1-methylethyl]-N-methylacetamide to give the title compound as a white solid in 15% yield; NMR spectrum (DMSO-d6 373K) 1.25 (d, 3H), 2.28 (s, 3H), 2.83 (s, 3H), 3.96 (s, 2H), 4.35 (m, 1H), 4.46 (t, 1H), 4.97 (m, 1H), 5.19 (s, 2H), 7.01 (d, 1H), 7.18 (d, 2H), 7.33 (m, 2H), 7.44 (m, 1H), 7.56 (d, 1H), 7.68 (t, 1H), 7.83 (td, 1H), 8.40 (s... Yields the product S(=O)(=O)(O)O.C(C=C)(=O)N (acrylamide sulphate), S(O)(O)(=O)=O (sulphuric acid). Procedure details: In Chemical Abstracts 91:158321U acetone cyanohydrin is reacted in aqueous solution with more than 1 mole sulphuric acid to form acrylamide sulphate in the presence of unreacted sulphuric acid, and further water is added and the mixture hydrolysed to form methacrylic acid. In Chemical Abstracts 83:44010W a similar process is described starting from methacrylonitrile, with the final product being subjected to phase separation and recycling of the small amount of distillate. Run in O (water). The reactants are 158321U, CC(C#N)(O)C (acetone cyanohydrin), S(O)(O)(=O)=O (sulphuric acid). RXN SMILES: [CH3:1][C:2](C)(O)[C:3]#[N:4].[S:7](=[O:11])(=[O:10])([OH:9])[OH:8]>O>[S:7]([OH:11])([OH:10])(=[O:9])=[O:8].[C:3]([NH2:4])(=[O:8])[CH:2]=[CH2:1].[S:7](=[O:9])(=[O:8])([OH:11])[OH:10] |f:3.4|. Reactants: O=C1C=C(OC2=C1C=CC=C2C(=O)O)C2=CC=CC=C2 (4-oxo-2-phenyl-4H-1-benzopyran-8-carboxylic acid), ON1N=NC2=C1C=CC=C2 (1-hydroxybenzotriazole), COC=1C=C2CCN(CC2=CC1OC)CCCCC1=CC=C(C=C1)N (4-[4-(1,2,3,4-tetrahydro-6,7-dimethoxy-2-isoquinolinyl)butyl]benzenamine), COC=1C=C2CCN(CC2=CC1OC)CCCCC1=CC=C(C=C1)N (4-[4-(1,2,3,4-tetrahydro-6,7-dimethoxy-2-isoquinolinyl)butyl]benzenamine), A-494623, C1(CCCCC1)N=C=NC1CCCCC1 (dicyclohexylcarbodiimide). The solvent is CN(C)C=O (DMF). Run at time 10 minute. The product is COC=1C=C2CCN(CC2=CC1OC)CCCCC1=CC=C(C=C1)NC(=O)C1=CC=CC=2C(C=C(OC21)C2=CC=CC=C2)=O (N-[4-[4-(1,2,3,4-Tetrahydro-6,7-dimethoxy-2-isoquinolinyl)butyl]phenyl]-4-oxo-2-phenyl-4H-1-benzopyran-8-carboxamide). Reaction SMILES: [O:1]=[C:2]1[C:7]2[CH:8]=[CH:9][CH:10]=[C:11]([C:12](O)=[O:13])[C:6]=2[O:5][C:4]([C:15]2[CH:20]=[CH:19][CH:18]=[CH:17][CH:16]=2)=[CH:3]1.ON1C2C=CC=CC=2N=N1.[CH3:31][O:32][C:33]1[CH:34]=[C:35]2[C:40](=[CH:41][C:42]=1[O:43][CH3:44])[CH2:39][N:38]([CH2:45][CH2:46][CH2:47][CH2:48][C:49]1[CH:54]=[CH:53][C:52]([NH2:55])=[CH:51][CH:50]=1)[CH2:37][CH2:36]2.C1(N=C=NC2CCCCC2)CCCCC1>CN(C=O)C>[CH3:31][O:32][C:33]1[CH:34]=[C:35]2[C:40](=[CH:41][C:42]=1[O:43][CH3:44])[CH2:39][N:38]([CH2:45][CH2:46][CH2:47][CH2:48][C:49]1[CH:54]=[CH:53][C:52]([NH:55][C:12]([C:11]3[C:6]4[O:5][C:4]([C:15]5[CH:16]=[CH:17][CH:18]=[CH:19][CH:20]=5)=[CH:3][C:2](=[O:1])[C:7]=4[CH:8]=[CH:9][CH:10]=3)=[O:13])=[CH:51][CH:50]=1)[CH2:37][CH2:36]2. Procedure: A mixture of 4-oxo-2-phenyl-4H-1-benzopyran-8-carboxylic acid* (1 g) and 1-hydroxybenzotriazole (0.58 g) in DMF (50 ml) was stirred at room temperature for 10 min. 4-[4-(1,2,3,4-Tetrahydro-6,7-dimethoxy-2-isoquinolinyl)butyl]benzenamine (intermediate 2(d) in EP-A-494623) (1.1 g) was then added, followed by dicyclohexylcarbodiimide (0.67 g) and the mixture was stirred at room temperature for 16 h and then filtered. The filtrate was concentrated in vacuo, treated with dilute sodium hydroxide solut... Reactants: N1N=C(C2=C1C1=CC=CC=C1C2)C=2C=C(OCC(=O)OCC)C=CC2 (ethyl 3-(1,4-dihydroindeno[1,2-c]pyrazol-3-yl)phenoxyacetate), [OH-].[Na+] (sodium hydroxide). Solvent: C(C)O (ethanol). Run at time 1 hour. Yields the product N1N=C(C2=C1C1=CC=CC=C1C2)C=2C=C(OCC(=O)O)C=CC2 (3-(1,4-dihydroindeno[1,2-c]pyrazol-3-yl)phenoxyacetic acid). RXN SMILES: [NH:1]1[C:5]2[C:6]3[C:11]([CH2:12][C:4]=2[C:3]([C:13]2[CH:14]=[C:15]([CH:23]=[CH:24][CH:25]=2)[O:16][CH2:17][C:18]([O:20]CC)=[O:19])=[N:2]1)=[CH:10][CH:9]=[CH:8][CH:7]=3.[OH-].[Na+]>C(O)C>[NH:1]1[C:5]2[C:6]3[C:11]([CH2:12][C:4]=2[C:3]([C:13]2[CH:14]=[C:15]([CH:23]=[CH:24][CH:25]=2)[O:16][CH2:17][C:18]([OH:20])=[O:19])=[N:2]1)=[CH:10][CH:9]=[CH:8][CH:7]=3 |f:1.2|. Reported procedure: A mixture of ethyl 3-(1,4-dihydroindeno[1,2-c]pyrazol-3-yl)phenoxyacetate (0.66 g), 1M sodium hydroxide solution (4 ml) and ethanol (20 ml) was heated on a steam bath for 30 minutes. The solvent was removed under reduced pressure and the residue was stirred for 1 hour with 1M hydrochloric acid (20 ml) at ambient temperature. The mixture was filtered to give 3-(1,4-dihydroindeno[1,2-c]pyrazol-3-yl)phenoxyacetic acid, m.p. 246-248° C.